From a dataset of the Open Reaction Database (ORD), a public repository of structured organic reaction records. describe an organic reaction: reactants, conditions, products, and yield The reactants are CCOC(C)=O, Cc1nc(-c2cncc(C=Cc3ccc(F)cc3)n2)sc1C(=O)NCc1ccccc1, CCO, [OH-], [OH-], [Pd+2]. The product is Cc1nc(-c2cncc(CCc3ccc(F)cc3)n2)sc1C(=O)NCc1ccccc1. As a reaction SMILES: [C:35]([O:36][CH2:37][CH3:38])(=[O:39])[CH3:40].[CH2:1]([c:2]1[cH:3][cH:4][cH:5][cH:6][cH:7]1)[NH:8][C:9](=[O:10])[c:11]1[c:12]([CH3:31])[n:13][c:14](-[c:16]2[n:17][c:18]([CH:22]=[CH:23][c:24]3[cH:25][cH:26][c:27]([F:30])[cH:28][cH:29]3)[cH:19][n:20][cH:21]2)[s:15]1.[CH2:32]([OH:33])[CH3:34].[OH-:41].[OH-:42].[Pd+2:43]>>[CH2:1]([c:2]1[cH:3][cH:4][cH:5][cH:6][cH:7]1)[NH:8][C:9](=[O:10])[c:11]1[c:12]([CH3:31])[n:13][c:14](-[c:16]2[n:17][c:18]([CH2:22][CH2:23][c:24]3[cH:25][cH:26][c:27]([F:30])[cH:28][cH:29]3)[cH:19][n:20][cH:21]2)[s:15]1. The reactants are C(#N)C1=C(CN2C3=C(C(=C(C2=O)C(=O)NCC(=O)OC(C)(C)C)O)CN(C3)C(=O)C=3N=CSC3)C=CC=C1 (tert-butyl N-{[1-(2-cyanobenzyl)-4-hydroxy-2-oxo-6-(1,3-thiazol-4-ylcarbonyl)-2,5,6,7-tetrahydro-1H-pyrrolo[3,4-b]pyridin-3-yl]carbonyl}glycinate), C(=O)(C(F)(F)F)O (TFA). Run in C(Cl)Cl (DCM). Run at time 8 hour. Product: C(#N)C1=C(CN2C3=C(C(=C(C2=O)C(=O)NCC(=O)O)O)CN(C3)C(=O)C=3N=CSC3)C=CC=C1 (N-{[1-(2-cyanobenzyl)-4-hydroxy-2-oxo-6-(1,3-thiazol-4-ylcarbonyl)-2,5,6,7-tetrahydro-1H-pyrrolo[3,4-b]pyridin-3-yl]carbonyl}glycine). As a reaction SMILES: [C:1]([C:3]1[CH:38]=[CH:37][CH:36]=[CH:35][C:4]=1[CH2:5][N:6]1[C:11](=[O:12])[C:10]([C:13]([NH:15][CH2:16][C:17]([O:19]C(C)(C)C)=[O:18])=[O:14])=[C:9]([OH:24])[C:8]2[CH2:25][N:26]([C:28]([C:30]3[N:31]=[CH:32][S:33][CH:34]=3)=[O:29])[CH2:27][C:7]1=2)#[N:2].C(O)(C(F)(F)F)=O>C(Cl)Cl>[C:1]([C:3]1[CH:38]=[CH:37][CH:36]=[CH:35][C:4]=1[CH2:5][N:6]1[C:11](=[O:12])[C:10]([C:13]([NH:15][CH2:16][C:17]([OH:19])=[O:18])=[O:14])=[C:9]([OH:24])[C:8]2[CH2:25][N:26]([C:28]([C:30]3[N:31]=[CH:32][S:33][CH:34]=3)=[O:29])[CH2:27][C:7]1=2)#[N:2]. Procedure details: The product of Step A (20 mg, 0.037 mmol) was dissolved in DCM (1.5 mL) and TFA (0.5 mL, 6.5 mmol) was added. The reaction was stirred at ambient temperature overnight. The reaction was concentrated and the residue was purified on a C-18 reverse phase chromatography column eluted with 0-100% MeCN in water. The desired fractions were concentrated affording the title compound. 480.0 (M+1); Rt=2.53 min. Reactants: [Br-], CC(=O)OCC(C)(COC(C)=O)c1nc(-c2ccc(=O)n(-c3c(C)cc(C(C)=O)cc3C)c2)c(-c2ccc(F)cc2F)o1, CCOCC, C[Mg+], [Cl-], [NH4+], C1CCOC1. Yields the product CC(=O)OCC(C)(COC(C)=O)c1nc(-c2ccc(=O)n(-c3c(C)cc(C(C)(C)O)cc3C)c2)c(-c2ccc(F)cc2F)o1. As a reaction SMILES: [Br-:49].[C:1]([CH3:2])(=[O:3])[O:4][CH2:5][C:6]([CH2:7][O:8][C:9]([CH3:10])=[O:11])([CH3:12])[c:13]1[o:14][c:15](-[c:36]2[c:37]([F:43])[cH:38][c:39]([F:42])[cH:40][cH:41]2)[c:16](-[c:18]2[cH:19][n:20](-[c:25]3[c:26]([CH3:35])[cH:27][c:28]([C:32]([CH3:33])=[O:34])[cH:29][c:30]3[CH3:31])[c:21](=[O:24])[cH:22][cH:23]2)[n:17]1.[CH2:44]([O:45][CH2:46][CH3:47])[CH3:48].[CH3:50][Mg+:51].[Cl-:52].[NH4+:53].[O:54]1[CH2:55][CH2:56][CH2:57][CH2:58]1>>[C:1]([CH3:2])(=[O:3])[O:4][CH2:5][C:6]([CH2:7][O:8][C:9]([CH3:10])=[O:11])([CH3:12])[c:13]1[o:14][c:15](-[c:36]2[c:37]([F:43])[cH:38][c:39]([F:42])[cH:40][cH:41]2)[c:16](-[c:18]2[cH:19][n:20](-[c:25]3[c:26]([CH3:35])[cH:27][c:28]([C:32]([CH3:33])([OH:34])[CH3:44])[cH:29][c:30]3[CH3:31])[c:21](=[O:24])[cH:22][cH:23]2)[n:17]1. Starting materials: BrCCCCCBr, COc1cc(C(F)(F)F)cc(C(F)(F)F)c1C(=O)NC1CCCCC1N. The product is COc1cc(C(F)(F)F)cc(C(F)(F)F)c1C(=O)NC1CCCCC1N1CCCCC1. As a reaction SMILES: [Br:27][CH2:28][CH2:29][CH2:30][CH2:31][CH2:32][Br:33].[NH2:1][CH:2]1[CH:3]([NH:8][C:9]([c:10]2[c:11]([O:24][CH3:25])[cH:12][c:13]([C:20]([F:21])([F:22])[F:23])[cH:14][c:15]2[C:16]([F:17])([F:18])[F:19])=[O:26])[CH2:4][CH2:5][CH2:6][CH2:7]1>>[N:1]1([CH:2]2[CH:3]([NH:8][C:9]([c:10]3[c:11]([O:24][CH3:25])[cH:12][c:13]([C:20]([F:21])([F:22])[F:23])[cH:14][c:15]3[C:16]([F:17])([F:18])[F:19])=[O:26])[CH2:4][CH2:5][CH2:6][CH2:7]2)[CH2:28][CH2:29][CH2:30][CH2:31][CH2:32]1.